This data is from the Open Reaction Database (ORD), a public repository of structured organic reaction records. The task is: describe an organic reaction: reactants, conditions, products, and yield Starting materials: CC1=CC=C(C=C1)S(=O)(=O)OC[C@H]1COC2=C(O1)C(=C(C=C2)[N+](=O)[O-])\C=C\C(CC)=O ({(2R)-7-nitro-8-[(E)-3-oxo-1-pentenyl]-2,3-dihydro-1,4-benzodioxin-2-yl}methyl 4-methylbenzenesulfonate), O (water). The reagents and catalysts are [Fe] (iron). Solvent: C(C)(=O)O.C(C)O (acetic acid ethanol). The product is CC1=CC=C(C=C1)S(=O)(=O)OCC1COC=2C(=C3C=CC(=NC3=CC2)CC)O1 ((8-Ethyl-2,3-dihydro[1,4]dioxino[2,3-f]quinolin-2-yl)methyl 4-methylbenzenesulfonate). As a reaction SMILES: [CH3:1][C:2]1[CH:7]=[CH:6][C:5]([S:8]([O:11][CH2:12][C@@H:13]2[O:18][C:17]3[C:19](/[CH:26]=[CH:27]/[C:28](=O)[CH2:29][CH3:30])=[C:20]([N+:23]([O-])=O)[CH:21]=[CH:22][C:16]=3[O:15][CH2:14]2)(=[O:10])=[O:9])=[CH:4][CH:3]=1.O>C(O)(=O)C.C(O)C.[Fe]>[CH3:1][C:2]1[CH:3]=[CH:4][C:5]([S:8]([O:11][CH2:12][CH:13]2[O:18][C:17]3=[C:19]4[C:20](=[CH:21][CH:22]=[C:16]3[O:15][CH2:14]2)[N:23]=[C:28]([CH2:29][CH3:30])[CH:27]=[CH:26]4)(=[O:9])=[O:10])=[CH:6][CH:7]=1 |f:2.3|. Procedure: To a solution of {(2R)-7-nitro-8-[(E)-3-oxo-1-pentenyl]-2,3-dihydro-1,4-benzodioxin-2-yl}methyl 4-methylbenzenesulfonate (1.57 g, 3.50 mmol) in 100 mL of acetic acid/ethanol (1:1) was added 1.00 g (17.9 mmol) of iron powder and the mixture was heated at reflux under nitrogen for 8 hours. After the reaction was complete, 150 mL of water was added and the mixture filtered through a pad of celite. The filtrate was neutralized with saturated aqueous sodium bicarbonate and extracted with ethyl acetat...